From a dataset of the Open Reaction Database (ORD), a public repository of structured organic reaction records. describe an organic reaction: reactants, conditions, products, and yield RXN SMILES: [C:1]1([C:7]2[CH:16]=[C:15](C(O)=O)[C:14]3[C:9](=[CH:10][CH:11]=[CH:12][CH:13]=3)[N:8]=2)[CH:6]=[CH:5][CH:4]=[CH:3][CH:2]=1.N1C2C(=CC=CC=2)C=CC=1.C(=O)=O>>[C:1]1([C:7]2[CH:16]=[CH:15][C:14]3[C:9](=[CH:10][CH:11]=[CH:12][CH:13]=3)[N:8]=2)[CH:6]=[CH:5][CH:4]=[CH:3][CH:2]=1. Conditions: temperature 200 celsius. Yields the product C1(=CC=CC=C1)C1=NC2=CC=CC=C2C=C1 (2-phenylquinoline). The reactants are C1(=CC=CC=C1)C1=NC2=CC=CC=C2C(=C1)C(=O)O (2-phenyl-4-quinolinecarboxylic acid), N1=CC=CC2=CC=CC=C12 (quinoline), oxide, C(=O)=O (CO2). Reported procedure: A 1-liter capacity flask equipped with N2 -bleeding tube, thermometer, paddle stirrer, and condenser was charged with 2-phenyl-4-quinolinecarboxylic acid, 227.7 g (0.90 mol), quinoline 200.0 g, and cupurons oxide 20.0 g (0.14 mol). The flask was heated with stirring to 200° C., and maintained at 200° C. for 1 hour. CO2 started to evolve at about 120° C. The mixture was cooled to room temperature, and filtered by suction using filter aid and ether. Ether was evaporated from the filtrate in a vacu... Starting materials: CN(C(=O)C1=CC=C(C=C1)I)C (N,N-dimethylcarbamoyl-4-iodobenzene), ClC1=C(C=CC(=C1Cl)SC#N)NC([C@@](C(F)(F)F)(C)O)=O ((R)-N[2,3-Dichloro-4-thiocyanatophenyl]-2-hydroxy-2-methyl-3,3,3-trifluoropropanamide), [S-2].[Na+].[Na+] (sodium sulphide), cuprous oxide. Solvent: CN(C)C=O (DMF), CN(C)C=O (DMF), O (water). Reaction conditions: temperature 50 celsius. Product: ClC1=C(C=CC(=C1Cl)SC1=CC=C(C=C1)C(N(C)C)=O)NC([C@@](C(F)(F)F)(C)O)=O ((R)-N-[2,3-Dichloro-4-{4-(N,N-dimethylcarbamoyl)phenylsulphanyl}phenyl]-2-hydroxy-2-methyl-3,3,3-trifluoropropanamide). As a reaction SMILES: [Cl:1][C:2]1[C:7]([Cl:8])=[C:6]([S:9][C:10]#N)[CH:5]=[CH:4][C:3]=1[NH:12][C:13](=[O:21])[C@:14]([OH:20])([CH3:19])[C:15]([F:18])([F:17])[F:16].[S-2].[Na+].[Na+].[CH3:25][N:26]([CH3:36])[C:27]([C:29]1[CH:34]=[CH:33]C(I)=[CH:31][CH:30]=1)=[O:28]>CN(C=O)C.O>[Cl:1][C:2]1[C:7]([Cl:8])=[C:6]([S:9][C:10]2[CH:33]=[CH:34][C:29]([C:27](=[O:28])[N:26]([CH3:36])[CH3:25])=[CH:30][CH:31]=2)[CH:5]=[CH:4][C:3]=1[NH:12][C:13](=[O:21])[C@:14]([OH:20])([CH3:19])[C:15]([F:18])([F:17])[F:16] |f:1.2.3|. Procedure details: (R)-N[2,3-Dichloro-4-thiocyanatophenyl]-2-hydroxy-2-methyl-3,3,3-trifluoropropanamide (Method 39) (0.5 g) as a solution in DMF was treated with a solution of sodium sulphide (403 mg) in water (2 ml) and the mixture was heated at 50° C. for 1 hour. The reaction mixture was then treated with a solution of N,N-dimethylcarbamoyl-4-iodobenzene (0.455 g) in DMF (5 ml), followed by cuprous oxide (0.121 g). The reaction mixture was heated at 150° C. for 4.5 hours under an argon atmosphere. The reaction ...